From a dataset of the Open Reaction Database (ORD), a public repository of structured organic reaction records. describe an organic reaction: reactants, conditions, products, and yield Reactants: Clc1nc(N2CC3CCC(C2)O3)c2cn[nH]c2n1, CC(C)OC(=O)N=NC(=O)OC(C)C, OC1CCC2(CCCO2)CC1, C1CCOC1, c1ccc(P(c2ccccc2)c2ccccc2)cc1. Yields the product Clc1nc(N2CC3CCC(C2)O3)c2cnn(C3CCC4(CCCO4)CC3)c2n1. RXN SMILES: [Cl:15][c:16]1[n:17][c:18]([N:25]2[CH2:26][CH:27]3[CH2:28][CH2:29][CH:30]([CH2:31]2)[O:32]3)[c:19]2[c:20]([n:21]1)[nH:22][n:23][cH:24]2.[O:1]=[C:2]([O:3][CH:4]([CH3:5])[CH3:6])[N:7]=[N:8][C:9]([O:10][CH:11]([CH3:12])[CH3:13])=[O:14].[O:33]1[CH2:34][CH2:35][CH2:36][C:37]12[CH2:38][CH2:39][CH:40]([OH:43])[CH2:41][CH2:42]2.[O:63]1[CH2:64][CH2:65][CH2:66][CH2:67]1.[c:44]1([P:45]([c:46]2[cH:47][cH:48][cH:49][cH:50][cH:51]2)[c:52]2[cH:53][cH:54][cH:55][cH:56][cH:57]2)[cH:58][cH:59][cH:60][cH:61][cH:62]1>>[Cl:15][c:16]1[n:17][c:18]([N:25]2[CH2:26][CH:27]3[CH2:28][CH2:29][CH:30]([CH2:31]2)[O:32]3)[c:19]2[c:20]([n:21]1)[n:22]([CH:40]1[CH2:39][CH2:38][C:37]3([O:33][CH2:34][CH2:35][CH2:36]3)[CH2:42][CH2:41]1)[n:23][cH:24]2. Reactants: C(O)(O)=O.C1(=CC=CC=C1)NC(=N)N (phenylguanidine hydrogen carbonate), COCC(=O)CC(C)=O (methoxyacetylacetone), C(=O)=O (carbon dioxide). The solvent is C(C)OCC (diethyl ether). Conditions: temperature 100 celsius. The product is C1(=CC=CC=C1)NC1=NC(=CC(=N1)C)COC (2-phenylamino-4-methyl-6-methoxymethylpyrimidine). Isolated yield 92.0%. RXN SMILES: C(=O)(O)O.[C:5]1([NH:11][C:12]([NH2:14])=[NH:13])[CH:10]=[CH:9][CH:8]=[CH:7][CH:6]=1.[CH3:15][O:16][CH2:17][C:18]([CH2:20][C:21](=O)[CH3:22])=O.C(=O)=O>C(OCC)C>[C:5]1([NH:11][C:12]2[N:14]=[C:21]([CH3:22])[CH:20]=[C:18]([CH2:17][O:16][CH3:15])[N:13]=2)[CH:10]=[CH:9][CH:8]=[CH:7][CH:6]=1 |f:0.1|. Procedure: A mixture of 7.5 g of phenylguanidine hydrogen carbonate and 7.4 g of methoxyacetylacetone is heated at 100° C. for four hours with stirring, the evolution of carbon dioxide which occurs subsiding as the reaction progresses. After the brown emulsion has been cooled to room temperature, 60 ml of diethyl ether are added and the whole is then washed three times with 20 ml of water each time, dried over sodium sulphate and filtered, and the solvent is evaporated. The 10.5 g of oily residue are disso...